This data is from the Open Reaction Database (ORD), a public repository of structured organic reaction records. The task is: describe an organic reaction: reactants, conditions, products, and yield Yield: 50.8%. The product is COC=1C=C2C(OC(C2=CC1)=O)=O (5-methoxy-isobenzofuran-1,3-dione). Solvent: CO (methanol). RXN SMILES: CO[C:3](=[O:16])[C:4]1[C:5](=[CH:10][C:11]([O:14][CH3:15])=[CH:12][CH:13]=1)[C:6]([O:8]C)=[O:7].[OH-].[Na+].Cl>CO>[CH3:15][O:14][C:11]1[CH:10]=[C:5]2[C:4](=[CH:13][CH:12]=1)[C:3](=[O:16])[O:8][C:6]2=[O:7] |f:1.2|. Procedure: A solution of 4-methoxyphthalic acid dimethyl ester (3.1 g, Fluka, U.S.A.) in 10 mL methanol and 35 mL of a 1 M solution of aqueous sodium hydroxide was heated to reflux for 3 hours. The solution was allowed to cool to rt, acidified to pH 2 with 1 M hydrochloric acid, and extracted three times with ethyl acetate. The organic extractions were combined, dried over magnesium sulfate, and reduced in vacuo to cleanly yield 2.43 g of the corresponding diacid. The diacid (1.43 g) and 1.9 mL of acetic a... The reactants are COC(C=1C(C(=O)OC)=CC(=CC1)OC)=O (4-methoxyphthalic acid dimethyl ester), solution, [OH-].[Na+] (sodium hydroxide), Cl (hydrochloric acid). Reactants: 4, product, C=1(C(=CC=CC1)C=1C(=CC=CC1)O)O (2,2′-biphenol), [F-].[K+] (potassium fluoride), C1(OCCO1)=O (ethylene carbonate), CC1(CC(CC(N1O)(C)C)O)C (4-hydroxy TEMPO), C1=CC=CC=2SC3=CC=CC=C3NC12 (phenothiazine), aluminum n-nitrosophenylhydroxylamine, CS(=O)(=O)O (methane sulfonic acid), C1=CC=CC=2SC3=CC=CC=C3NC12 (phenothiazine), C(C=C)(=O)O (acrylic acid), CC1(CC(CC(N1O)(C)C)O)C (4-hydroxy TEMPO). Run in C1(=CC=CC=C1)C (toluene), O (water), C1(=CC=CC=C1)C.C1CCCCC1 (toluene cyclohexane). Reaction conditions: temperature 155 celsius, time 4.5 hour. Yields the product C(C=C)(=O)O.C(C=C)(=O)O.C1(=CC=CC=C1)C1=CC=CC=C1.C(C=C)(=O)O.C(C=C)(=O)O.C(C)OC1=C(C=CC=C1)C1=C(C=CC=C1)OCC (biphenyl diacrylate 2,2′-Diethoxybiphenyl diacrylate). RXN SMILES: [C:1]1(O)[C:2]([C:7]2[C:8]([OH:13])=[CH:9][CH:10]=[CH:11][CH:12]=2)=[CH:3][CH:4]=[CH:5][CH:6]=1.[F-].[K+].[C:17]1(=O)[O:21][CH2:20][CH2:19]O1.[CH3:23][C:24]1(C)N(O)C(C)(C)CC(O)C1.C1C2NC3C(=CC=CC=3)SC=2C=CC=1.[C:49]([OH:53])(=[O:52])[CH:50]=[CH2:51].CS(O)(=O)=O>C1(C)C=CC=CC=1.C1CCCCC1.O.C1(C)C=CC=CC=1>[C:49]([OH:53])(=[O:52])[CH:50]=[CH2:51].[C:49]([OH:53])(=[O:52])[CH:50]=[CH2:51].[C:2]1([C:7]2[CH:12]=[CH:11][CH:10]=[CH:9][CH:8]=2)[CH:3]=[CH:4][CH:5]=[CH:6][CH:1]=1.[C:49]([OH:53])(=[O:52])[CH:50]=[CH2:51].[C:49]([OH:53])(=[O:52])[CH:50]=[CH2:51].[CH2:23]([O:13][C:8]1[CH:9]=[CH:10][CH:11]=[CH:12][C:7]=1[C:2]1[CH:3]=[CH:4][CH:5]=[CH:6][C:17]=1[O:21][CH2:20][CH3:19])[CH3:24] |f:1.2,8.9,12.13.14.15.16.17|. Reported procedure: To a 12000 ml 4 neck resin head round bottom equipped with a temperature probe, nitrogen purge tube, an overhead stirrer and heating mantel was added 2,2′-biphenol (1415 g, 7.6 moles, 1.0 equivalents), potassium fluoride (11.8 g, 0.2 moles, 0.027 equivalents), ethylene carbonate (1415 g, 16.1 moles, 2.11 equivalents) and heated to 155° C. At 4.5 hours, GC analysis indicated 0% starting material, 0% monoethoxylated and 94% product. Cooled to 80° C., added toluene 5.4 liters, added 2.5 liters deio... Solvent: CO (MeOH), O (water). Reported procedure: The title compound 6-(4-(benzo[d]thiazol-2-ylcarbamoyl)-1-methyl-1,2,3,4-tetrahydroquinoxalin-6-yl)-3-(3-phenoxypropoxy)picolinic acid (26) was prepared by the following procedure: LiOH (12 mg, 10 eq) was added to a mixture of Methyl 6-(4-(benzo[d]thiazol-2-ylcarbamoyl)-1-methyl-1,2,3,4-tetrahydroquinoxalin-6-yl)-3-(3-phenoxypropoxy)picolinate (26E) (25 mg, 0.041 mmol) in MeOH (0.5 mL) and water (0.25 mL) at rt. The mixture was heated to 55° C. for 14 hours, cooled to 0° C. and acidified with 1N... Product: S1C(=NC2=C1C=CC=C2)NC(=O)N2CCN(C1=CC=C(C=C21)C2=CC=C(C(=N2)C(=O)O)OCCCOC2=CC=CC=C2)C (6-(4-(benzo[d]thiazol-2-ylcarbamoyl)-1-methyl-1,2,3,4-tetrahydroquinoxalin-6-yl)-3-(3-phenoxypropoxy)picolinic acid). RXN SMILES: [Li+].[OH-].[S:3]1[C:7]2[CH:8]=[CH:9][CH:10]=[CH:11][C:6]=2[N:5]=[C:4]1[NH:12][C:13]([N:15]1[C:24]2[C:19](=[CH:20][CH:21]=[C:22]([C:25]3[N:30]=[C:29]([C:31]([O:33]C)=[O:32])[C:28]([O:35][CH2:36][CH2:37][CH2:38][O:39][C:40]4[CH:45]=[CH:44][CH:43]=[CH:42][CH:41]=4)=[CH:27][CH:26]=3)[CH:23]=2)[N:18]([CH3:46])[CH2:17][CH2:16]1)=[O:14].Cl>CO.O>[S:3]1[C:7]2[CH:8]=[CH:9][CH:10]=[CH:11][C:6]=2[N:5]=[C:4]1[NH:12][C:13]([N:15]1[C:24]2[C:19](=[CH:20][CH:21]=[C:22]([C:25]3[N:30]=[C:29]([C:31]([OH:33])=[O:32])[C:28]([O:35][CH2:36][CH2:37][CH2:38][O:39][C:40]4[CH:41]=[CH:42][CH:43]=[CH:44][CH:45]=4)=[CH:27][CH:26]=3)[CH:23]=2)[N:18]([CH3:46])[CH2:17][CH2:16]1)=[O:14] |f:0.1|. Isolated yield 61.4%. Conditions: temperature 55 celsius. The reactants are [Li+].[OH-] (LiOH), S1C(=NC2=C1C=CC=C2)NC(=O)N2CCN(C1=CC=C(C=C21)C2=CC=C(C(=N2)C(=O)OC)OCCCOC2=CC=CC=C2)C (methyl 6-(4-(benzo[d]thiazol-2-ylcarbamoyl)-1-methyl-1,2,3,4-tetrahydroquinoxalin-6-yl)-3-(3-phenoxypropoxy)picolinate), Cl (HCl). Starting materials: ClC=1C(=NC=CN1)N1CCN(CC1)CC=1C=NN(C1C)C1=CC=CC=C1 (3′-chloro-4-(5-methyl-1-phenyl-1H-pyrazol-4-ylmethyl)-3,4,5,6-tetrahydro-2H-[1,2′]bipyrazinyl), O (water), C([O-])([O-])=O.[K+].[K+] (potassium carbonate), C(C)(=O)NCC1=CC=C(C=C1)B(O)O ((4-acetamidomethylphenyl)boronic acid). Reagents/catalysts: C=1C=CC(=CC1)[P](C=2C=CC=CC2)(C=3C=CC=CC3)[Pd]([P](C=4C=CC=CC4)(C=5C=CC=CC5)C=6C=CC=CC6)([P](C=7C=CC=CC7)(C=8C=CC=CC8)C=9C=CC=CC9)[P](C=1C=CC=CC1)(C=1C=CC=CC1)C=1C=CC=CC1 (tetrakis(triphenylphosphine)palladium(0)). Solvent: CN(C(C)=O)C (N,N-dimethylacetamide). Product: Cl.CC1=C(C=NN1C1=CC=CC=C1)CN1CCN(CC1)C1=NC=CN=C1C1=CC=C(CNC(C)=O)C=C1 (N-{4-[4-(5-Methyl-1-phenyl-1H-pyrazol-4-ylmethyl)-3,4,5,6-tetrahydro-2H-[1,2′]bipyrazinyl-3′-yl]-benzyl}-acetamide hydrochloride). Isolated yield 89.6%. Reaction SMILES: [Cl:1][C:2]1[C:3]([N:8]2[CH2:13][CH2:12][N:11]([CH2:14][C:15]3[CH:16]=[N:17][N:18]([C:21]4[CH:26]=[CH:25][CH:24]=[CH:23][CH:22]=4)[C:19]=3[CH3:20])[CH2:10][CH2:9]2)=[N:4][CH:5]=[CH:6][N:7]=1.C(=O)([O-])[O-].[K+].[K+].[C:33]([NH:36][CH2:37][C:38]1[CH:43]=[CH:42][C:41](B(O)O)=[CH:40][CH:39]=1)(=[O:35])[CH3:34].O>CN(C)C(=O)C.C1C=CC([P]([Pd]([P](C2C=CC=CC=2)(C2C=CC=CC=2)C2C=CC=CC=2)([P](C2C=CC=CC=2)(C2C=CC=CC=2)C2C=CC=CC=2)[P](C2C=CC=CC=2)(C2C=CC=CC=2)C2C=CC=CC=2)(C2C=CC=CC=2)C2C=CC=CC=2)=CC=1>[ClH:1].[CH3:20][C:19]1[N:18]([C:21]2[CH:26]=[CH:25][CH:24]=[CH:23][CH:22]=2)[N:17]=[CH:16][C:15]=1[CH2:14][N:11]1[CH2:12][CH2:13][N:8]([C:3]2[C:2]([C:41]3[CH:42]=[CH:43][C:38]([CH2:37][NH:36][C:33](=[O:35])[CH3:34])=[CH:39][CH:40]=3)=[N:7][CH:6]=[CH:5][N:4]=2)[CH2:9][CH2:10]1 |f:1.2.3,8.9,^1:57,59,78,97|. Procedure: Combine 3′-chloro-4-(5-methyl-1-phenyl-1H-pyrazol-4-ylmethyl)-3,4,5,6-tetrahydro-2H-[1,2′]bipyrazinyl (0.290 g, 0.786 mmol), potassium carbonate (0.261 g, 1.89 mmol), (4-acetamidomethylphenyl)boronic acid (0.182 g, 0.943 mmol), and tetrakis(triphenylphosphine)palladium(0) (0.009 g, 0.008 mmol) in N,N-dimethylacetamide (1.6 mL). Add water (790 μL), and reflux reaction for 18 hr. Add DCM and wash with water. Extract water layer three times with DCM. Dry combined organics (magnesium sulfate) and pu... The reactants are C(C)OC(C(CC1=CC(=C(C=C1)C1=NOC(=N1)C1=CC=C(C=C1)NC(=O)OC(C)(C)C)F)NC(=O)NC=1NN=C(C1)C1=CC=C(C=C1)F)=O (3-{4-[5-(4-tert-Butoxycarbonylamino-phenyl)-[1,2,4]oxadiazol-3-yl]-3-fluoro-phenyl}-2-{3-[5-(4-fluoro-phenyl)-2H-pyrazol-3-yl]-ureido}-propionic acid ethyl ester), ClC(Cl)(Cl)OC(OC(Cl)(Cl)Cl)=O (bis(trichloromethyl)carbonate), C(C)OC(=O)C(CC1=CC(=C(C=C1)C1=NOC(=N1)C1=CC=C(C=C1)NC(OC(C)(C)C)=O)F)N (tert-butyl 4-(3-(4-(2-(ethoxycarbonyl)-2-aminoethyl)-2-fluorophenyl)-1,2,4-oxadiazol-5-yl)phenylcarbamate), FC1=CC=C(C=C1)C1=NNC(=C1)N (3-(4-fluorophenyl)-1H-pyrazol-5-amine). Run in ClCCl (dichloromethane), C(=O)(O)[O-].[Na+] (NaHCO3), ClCCl (dichloromethane), C(=O)(O)[O-].[Na+] (NaHCO3), N1=CC=CC=C1 (pyridine). Conditions: time 1 hour. Yields the product C(C)(C)(C)OC(=O)NC1=CC=C(C=C1)C1=NC(=NO1)C1=C(C=C(C=C1)CC(C(=O)O)NC(=O)NC=1NN=C(C1)C1=CC=C(C=C1)F)F (3-{4-[5-(4-tert-Butoxycarbonylamino-phenyl)-[1,2,4]oxadiazol-3-yl]-3-fluorophenyl}-2-{3-[5-(4-fluorophenyl)-2H-pyrazol-3-yl]-ureido}-propionic acid). Isolated yield 51.0%. Reaction SMILES: C([O:3][C:4](=[O:49])[CH:5]([NH:33][C:34]([NH:36][C:37]1[NH:38][N:39]=[C:40]([C:42]2[CH:47]=[CH:46][C:45]([F:48])=[CH:44][CH:43]=2)[CH:41]=1)=[O:35])[CH2:6][C:7]1[CH:12]=[CH:11][C:10]([C:13]2[N:17]=[C:16]([C:18]3[CH:23]=[CH:22][C:21]([NH:24][C:25]([O:27][C:28]([CH3:31])([CH3:30])[CH3:29])=[O:26])=[CH:20][CH:19]=3)[O:15][N:14]=2)=[C:9]([F:32])[CH:8]=1)C.ClC(OC(=O)OC(Cl)(Cl)Cl)(Cl)Cl.C(OC(C(N)CC1C=CC(C2N=C(C3C=CC(NC(=O)OC(C)(C)C)=CC=3)ON=2)=C(F)C=1)=O)C.FC1C=CC(C2C=C(N)NN=2)=CC=1>ClCCl.C([O-])(O)=O.[Na+].N1C=CC=CC=1>[C:28]([O:27][C:25]([NH:24][C:21]1[CH:20]=[CH:19][C:18]([C:16]2[O:15][N:14]=[C:13]([C:10]3[CH:11]=[CH:12][C:7]([CH2:6][CH:5]([NH:33][C:34]([NH:36][C:37]4[NH:38][N:39]=[C:40]([C:42]5[CH:47]=[CH:46][C:45]([F:48])=[CH:44][CH:43]=5)[CH:41]=4)=[O:35])[C:4]([OH:49])=[O:3])=[CH:8][C:9]=3[F:32])[N:17]=2)=[CH:23][CH:22]=1)=[O:26])([CH3:31])([CH3:29])[CH3:30] |f:5.6|. Reported procedure: 3-{4-[5-(4-tert-Butoxycarbonylamino-phenyl)-[1,2,4]oxadiazol-3-yl]-3-fluoro-phenyl}-2-{3-[5-(4-fluoro-phenyl)-2H-pyrazol-3-yl]-ureido}-propionic acid ethyl ester. To a solution of bis(trichloromethyl)carbonate (189 mg, 0.66 mmol) in dichloromethane (12 mL) and saturated aqueous NaHCO3 (0.8 mL) was slowly added a solution of tert-butyl 4-(3-(4-(2-(ethoxycarbonyl)-2-aminoethyl)-2-fluorophenyl)-1,2,4-oxadiazol-5-yl)phenylcarbamate (300 mg, 0.66 mmol) in dichloromethane (12 mL) at 0° C. The reaction... Reactants: CCOC=C(C(=O)OCC)C(=O)OCC, Nc1ccc(F)c(Cl)c1. The product is CCOC(=O)C(=CNc1ccc(F)c(Cl)c1)C(=O)OCC. As a reaction SMILES: [CH2:10]([O:11][CH:13]=[C:14]([C:15](=[O:16])[O:17][CH2:18][CH3:19])[C:20](=[O:21])[O:22][CH2:23][CH3:24])[CH3:12].[Cl:1][c:2]1[cH:3][c:4]([NH2:5])[cH:6][cH:7][c:8]1[F:9]>>[Cl:1][c:2]1[cH:3][c:4]([NH:5][CH:13]=[C:14]([C:15](=[O:16])[O:17][CH2:18][CH3:19])[C:20](=[O:21])[O:22][CH2:23][CH3:24])[cH:6][cH:7][c:8]1[F:9].